From a dataset of the Open Reaction Database (ORD), a public repository of structured organic reaction records. describe an organic reaction: reactants, conditions, products, and yield Yields the product COC([C@@H](NCC1=CC=C(C=C1)C1=C(C=CC=C1)C#N)C(C)C)=O (N-[(2′-cyanobiphenyl-4-yl)methyl]-(L)-valine methyl ester). Reactants: BrCC1=CC=C(C=C1)C1=C(C=CC=C1)C#N (4′-Bromomethyl-2-cyanobiphenyl), C([O-])([O-])=O.[K+].[K+] (potassium carbonate), O (water), Cl.COC([C@@H](N)C(C)C)=O (L-valine methyl ester hydrochloride). As a reaction SMILES: Br[CH2:2][C:3]1[CH:8]=[CH:7][C:6]([C:9]2[CH:14]=[CH:13][CH:12]=[CH:11][C:10]=2[C:15]#[N:16])=[CH:5][CH:4]=1.C(=O)([O-])[O-].[K+].[K+].O.Cl.[CH3:25][O:26][C:27](=[O:33])[C@H:28]([CH:30]([CH3:32])[CH3:31])[NH2:29]>C(OCC)(=O)C>[CH3:25][O:26][C:27](=[O:33])[C@H:28]([CH:30]([CH3:32])[CH3:31])[NH:29][CH2:2][C:3]1[CH:8]=[CH:7][C:6]([C:9]2[CH:14]=[CH:13][CH:12]=[CH:11][C:10]=2[C:15]#[N:16])=[CH:5][CH:4]=1 |f:1.2.3,5.6|. Procedure details: 4′-Bromomethyl-2-cyanobiphenyl (75 g, 0.2757 moles) was added to a mixture of potassium carbonate (95.12 g), DM water (225 ml), ethyl acetate (450 ml) and L-valine methyl ester hydrochloride (55.45 g, 0.330 moles) at 20-30° C. The reaction mixture was heated to 40-50° C. and stirred for 25 h. After completion of the reaction, the ethyl acetate layer was separated at 20-30° C., added DM water (375 ml) and adjusted the pH to 0.8-1.0 with dilute hydrochloric acid at 20-30° C. The aqueous layer was ... Conditions: temperature 45 celsius, time 25 hour. Run in C(C)(=O)OCC (ethyl acetate). Reactants: C1(CCCCC1)N (cyclohexylamine), [N+](=O)([O-])C1=CC=CC=2C(C3=CC=CC(=C3C(C12)=O)[N+](=O)[O-])=O (1,8-dinitroanthraquinone). Run in [N+](=O)([O-])C1=CC=CC=C1 (nitrobenzene). Run at time 15 minute. Product: [N+](=O)([O-])C=1C=CC=C2C(C=3C=CC=C(C3C(C12)=O)NC1CCCCC1)=O (8-nitro-1-cyclohexylamino-anthraquinone). As a reaction SMILES: [CH:1]1(N)[CH2:6][CH2:5][CH2:4][CH2:3][CH2:2]1.[N+:8]([C:11]1[C:24]2[C:23](=[O:25])[C:22]3[C:17](=[CH:18][CH:19]=[CH:20][C:21]=3[N+:26]([O-:28])=[O:27])[C:16](=[O:29])[C:15]=2[CH:14]=[CH:13][CH:12]=1)([O-])=O>[N+](C1C=CC=CC=1)([O-])=O>[N+:26]([C:21]1[CH:20]=[CH:19][CH:18]=[C:17]2[C:22]=1[C:23](=[O:25])[C:24]1[C:11]([NH:8][CH:1]3[CH2:6][CH2:5][CH2:4][CH2:3][CH2:2]3)=[CH:12][CH:13]=[CH:14][C:15]=1[C:16]2=[O:29])([O-:28])=[O:27]. Reported procedure: 175 ml of cyclohexylamine are added over the course of one hour to 300 g of 67% strength 1,8-dinitroanthraquinone in 1,200 ml of nitrobenzene at 175°-180°, the mixture is stirred for a further 15 minutes at the same temperature and then overnight until cold and the product is filtered off and washed with 200 ml of nitrobenzene and finally with a large amount of methanol until free of nitrobenzene. 187 g of 8-nitro-1-cyclohexylamino-anthraquinone of very good quality are obtained.